Dataset: the Open Reaction Database (ORD), a public repository of structured organic reaction records. Task: describe an organic reaction: reactants, conditions, products, and yield Starting materials: Brc1ccc(I)cc1, C#CCN(C)C, CC(C)NC(C)C, [Cu]I. The product is CN(C)CC#Cc1ccc(Br)cc1. As a reaction SMILES: [Br:7][c:8]1[cH:9][cH:10][c:11]([I:14])[cH:12][cH:13]1.[CH3:1][N:2]([CH2:3][C:4]#[CH:5])[CH3:6].[CH:15]([NH:16][CH:17]([CH3:18])[CH3:19])([CH3:20])[CH3:21].[Cu:22][I:23]>>[CH3:1][N:2]([CH2:3][C:4]#[C:5][c:11]1[cH:10][cH:9][c:8]([Br:7])[cH:13][cH:12]1)[CH3:6].